From a dataset of the Open Reaction Database (ORD), a public repository of structured organic reaction records. describe an organic reaction: reactants, conditions, products, and yield Reactants: COc1cccc(CC(C)=O)c1, O=Cc1ccc(Cl)c(Cl)c1. Product: COc1cccc(CC(=O)C=Cc2ccc(Cl)c(Cl)c2)c1. RXN SMILES: [CH3:1][O:2][c:3]1[cH:4][c:5]([CH2:9][C:10]([CH3:11])=[O:12])[cH:6][cH:7][cH:8]1.[Cl:13][c:14]1[cH:15][c:16]([CH:17]=[O:18])[cH:19][cH:20][c:21]1[Cl:22]>>[CH3:1][O:2][c:3]1[cH:4][c:5]([CH2:9][C:10]([CH:11]=[CH:17][c:16]2[cH:15][c:14]([Cl:13])[c:21]([Cl:22])[cH:20][cH:19]2)=[O:12])[cH:6][cH:7][cH:8]1. The reactants are O=C1CCC(=O)N1Br, C1CCOC1, CCCCCn1c2nc[nH]c2c(=O)n2c(O)nnc12. The product is CCCCCn1c2nc(Br)[nH]c2c(=O)n2c(O)nnc12. As a reaction SMILES: [Br:20][N:21]1[C:22](=[O:23])[CH2:24][CH2:25][C:26]1=[O:27].[CH2:28]1[O:29][CH2:30][CH2:31][CH2:32]1.[OH:1][c:2]1[n:3][n:4][c:5]2[n:6]1[c:7](=[O:19])[c:8]1[nH:9][cH:10][n:11][c:12]1[n:13]2[CH2:14][CH2:15][CH2:16][CH2:17][CH3:18]>>[OH:1][c:2]1[n:3][n:4][c:5]2[n:6]1[c:7](=[O:19])[c:8]1[nH:9][c:10]([Br:20])[n:11][c:12]1[n:13]2[CH2:14][CH2:15][CH2:16][CH2:17][CH3:18]. The reactants are [H][H] (hydrogen), NC(C)CCCC(C)(C)C1=CC(=C(C(=C1)C)N)C (2-amino-6-(4-amino-3,5-dimethylphenyl)-6-methylheptane), Rh Al2O2, [H][H] (hydrogen). Solvent: C(C)(C)(C)O (tert-butanol). Yields the product 47, NC(C)CCCC(C)(C)C1CC(C(C(C1)C)N)C (2-amino-6-(4-amino-3,5-dimethylcyclohexyl)-6-methylheptane). As a reaction SMILES: [NH2:1][CH:2]([CH2:4][CH2:5][CH2:6][C:7]([C:10]1[CH:15]=[C:14]([CH3:16])[C:13]([NH2:17])=[C:12]([CH3:18])[CH:11]=1)([CH3:9])[CH3:8])[CH3:3].[H][H]>C(O)(C)(C)C>[NH2:1][CH:2]([CH2:4][CH2:5][CH2:6][C:7]([CH:10]1[CH2:15][CH:14]([CH3:16])[CH:13]([NH2:17])[CH:12]([CH3:18])[CH2:11]1)([CH3:9])[CH3:8])[CH3:3]. Reported procedure: 58 Parts of 2-amino-6-(4-amino-3,5-dimethylphenyl)-6-methylheptane, 640 parts of tert-butanol, and 12 parts of 5% Rh/Al2O2 were heated in an autoclave at 150°-60° C. with hydrogen at a pressure of 200 bar. After 15 hours hydrogen uptake was complete and the reaction mixture was then filtered free of catalyst. Distillation of the filtrate after removal of the tert-butanol gave 47 parts of 2-amino-6-(4-amino-3,5-dimethylcyclohexyl)-6-methylheptane b0.2 116°-8° C. The reactants are CCOC(=O)c1c(O)c2ccc(Oc3ccccc3)cc2oc1=O, COC(C)O, NCC(=O)[O-], [Na+]. The product is O=C(O)CNC(=O)c1c(O)c2ccc(Oc3ccccc3)cc2oc1=O. Reaction SMILES: [CH2:1]([O:2][C:4](=[O:5])[c:6]1[c:7](=[O:24])[o:8][c:9]2[cH:10][c:11]([O:17][c:18]3[cH:19][cH:20][cH:21][cH:22][cH:23]3)[cH:12][cH:13][c:14]2[c:15]1[OH:16])[CH3:3].[CH3:31][O:32][CH:33]([OH:34])[CH3:35].[NH2:25][CH2:26][C:27](=[O:28])[O-:29].[Na+:30]>>[C:4](=[O:5])([c:6]1[c:7](=[O:24])[o:8][c:9]2[cH:10][c:11]([O:17][c:18]3[cH:19][cH:20][cH:21][cH:22][cH:23]3)[cH:12][cH:13][c:14]2[c:15]1[OH:16])[NH:25][CH2:26][C:27](=[O:28])[OH:29]. Starting materials: C1=CC=C(C=C1)C(=NCC#N)C2=CC=CC=C2 (N-(Diphenylmethylene)aminoacetonitrile), HMPA, [Li+].CC(C)[N-]C(C)C (LDA), ClCC1=CC=NC2=CC=CC=C12 (4-Chloromethylquinoline). Run in C1CCOC1 (THF). Conditions: temperature -78 celsius, time 1 hour. The product is C(C1=CC=CC=C1)(C1=CC=CC=C1)=NC(C#N)CC1=CC=NC2=CC=CC=C12 (2-(Benzhydrylideneamino)-3-quinolin-4-yl-propionitrile). The yield is 26.3%. As a reaction SMILES: [CH:1]1[CH:6]=[CH:5][C:4]([C:7]([C:12]2[CH:17]=[CH:16][CH:15]=[CH:14][CH:13]=2)=[N:8][CH2:9][C:10]#[N:11])=[CH:3][CH:2]=1.[Li+].CC([N-]C(C)C)C.Cl[CH2:27][C:28]1[C:37]2[C:32](=[CH:33][CH:34]=[CH:35][CH:36]=2)[N:31]=[CH:30][CH:29]=1>C1COCC1>[C:7](=[N:8][CH:9]([CH2:27][C:28]1[C:37]2[C:32](=[CH:33][CH:34]=[CH:35][CH:36]=2)[N:31]=[CH:30][CH:29]=1)[C:10]#[N:11])([C:4]1[CH:3]=[CH:2][CH:1]=[CH:6][CH:5]=1)[C:12]1[CH:17]=[CH:16][CH:15]=[CH:14][CH:13]=1 |f:1.2|. Procedure details: To N-(Diphenylmethylene)aminoacetonitrile (0.360 g, 1.633 mmol) in 10 ml of anhydrous THF and HMPA (hexamethyl phosphoramidite) (0.38 ml, 2.12 mmol), at −78° C., LDA (2.0 M, 1.06 ml, 2.12 mmol) was added dropwise over a period of 5 minutes. The color of solution turns from colorless to yellow to dark brown. It was then stirred at −78° C. for one hour. 4-Chloromethylquinoline (0.29 g, 1.63 mmol) was added dropwise over a period of 5 minutes and the reaction mixture was slowly brought to room temp... Starting materials: ClC1=CC=C2C(C(NC2=C1)=O)(CC1=CC(=CC=C1)Cl)NC=1C=C(C(=O)O)C=CC1 (rac-3-[6-chloro-3-(3-chloro-benzyl)-2-oxo-2,3-dihydro-1H-indol-3-ylamino]-benzoic acid), CN1CCNCC1 (1-methyl-piperazine), CCN=C=NCCCN(C)C.Cl (EDCl). Reaction conditions: time 8 hour. Product: ClC1=CC=C2C(C(NC2=C1)=O)(NC1=CC(=CC=C1)C(=O)N1CCN(CC1)C)CC1=CC(=CC=C1)Cl (rac-6-chloro-3-(3-chloro-benzyl)-3-[3-(4-methyl-piperazine-1-carbonyl)-phenylamino]-1,3-dihydro-indol-2-one). RXN SMILES: [Cl:1][C:2]1[CH:10]=[C:9]2[C:5]([C:6]([NH:20][C:21]3[CH:22]=[C:23]([CH:27]=[CH:28][CH:29]=3)[C:24](O)=[O:25])([CH2:12][C:13]3[CH:18]=[CH:17][CH:16]=[C:15]([Cl:19])[CH:14]=3)[C:7](=[O:11])[NH:8]2)=[CH:4][CH:3]=1.[CH3:30][N:31]1[CH2:36][CH2:35][NH:34][CH2:33][CH2:32]1.CCN=C=NCCCN(C)C.Cl>>[Cl:1][C:2]1[CH:10]=[C:9]2[C:5]([C:6]([CH2:12][C:13]3[CH:18]=[CH:17][CH:16]=[C:15]([Cl:19])[CH:14]=3)([NH:20][C:21]3[CH:29]=[CH:28][CH:27]=[C:23]([C:24]([N:34]4[CH2:35][CH2:36][N:31]([CH3:30])[CH2:32][CH2:33]4)=[O:25])[CH:22]=3)[C:7](=[O:11])[NH:8]2)=[CH:4][CH:3]=1 |f:2.3|. Reported procedure: The mixture of rac-3-[6-chloro-3-(3-chloro-benzyl)-2-oxo-2,3-dihydro-1H-indol-3-ylamino]-benzoic acid (60 mg, 0.14 mmol), 1-methyl-piperazine (56 mg, 0.56 mmol) and EDCl (54 mg, 0.28 mmol) in dichlorometahne (2 mL) was stirred at room temperature for overnight. The reaction mixture was purified by preparative HPLC to give rac-6-chloro-3-(3-chloro-benzyl)-3-[3-(4-methyl-piperazine-1-carbonyl)-phenylamino]-1,3-dihydro-indol-2-one as a powder. 1H NMR (CDCl3, 400 MHz): δ 7.21-6.74 (m, 9H), 6.49 (d, ... The reactants are CN(C(CN[C@]12[C@@H]([C@H]3CC[C@@H]4[C@]5(CC=C(C([C@@H]5CC[C@]4([C@@]3(CC1)C)C)(C)C)C1=CC=C(C(=O)O)C=C1)C)[C@@H](CC2)C(=C)C)=O)C (4-((1R,3aS,5aR,5bR,7aR,11aS,11bR,13aR,13bR)-3a-(2-(dimethylamino)-2-oxoethylamino)-5a,5b,8,8,11a-pentamethyl-1-(prop-1-en-2-yl)-2,3,3a,4,5,5a,5b,6,7,7a,8,11,11a,11b,12,13,13a,13b-octadecahydro-1H-cyclopenta[a]chrysen-9-yl)benzoic acid), ClCC(=O)N1CCCC1 (2-chloro-1-(pyrrolidin-1-yl)ethanone). Product: C[C@]12CC[C@@]3([C@@H]([C@H]2CC[C@@H]2[C@]4(CC=C(C([C@@H]4CC[C@@]12C)(C)C)C1=CC=C(C(=O)O)C=C1)C)[C@@H](CC3)C(=C)C)NCC(N3CCCC3)=O (4-((1R,3aS,5aR,5bR,7aR,11aS,11bR,13aR,13bR)-5a,5b,8,8,11a-pentamethyl-3a-(2-oxo-2-(pyrrolidin-1-yl)ethylamino)-1-(prop-1-en-2-yl)-2,3,3a,4,5,5a,5b,6,7,7a,8,11,11a,11b,12,13,13a,13b-octadecahydro-1H-cyclopenta[a]chrysen-9-yl)benzoic acid), solid. The yield is 46.0%. Reaction SMILES: [CH3:1][N:2]([CH3:45])[C:3](=[O:44])[CH2:4][NH:5][C@:6]12[CH2:40][CH2:39][C@@H:38]([C:41]([CH3:43])=[CH2:42])[C@@H:7]1[C@@H:8]1[C@@:21]([CH3:24])([CH2:22][CH2:23]2)[C@@:20]2([CH3:25])[C@@H:11]([C@:12]3([CH3:37])[C@@H:17]([CH2:18][CH2:19]2)[C:16]([CH3:27])([CH3:26])[C:15]([C:28]2[CH:36]=[CH:35][C:31]([C:32]([OH:34])=[O:33])=[CH:30][CH:29]=2)=[CH:14][CH2:13]3)[CH2:10][CH2:9]1.Cl[CH2:47][C:48](N1CCCC1)=O>>[CH3:24][C@:21]12[C@@:20]3([CH3:25])[C@@H:11]([C@:12]4([CH3:37])[C@@H:17]([CH2:18][CH2:19]3)[C:16]([CH3:27])([CH3:26])[C:15]([C:28]3[CH:29]=[CH:30][C:31]([C:32]([OH:34])=[O:33])=[CH:35][CH:36]=3)=[CH:14][CH2:13]4)[CH2:10][CH2:9][C@@H:8]1[C@H:7]1[C@H:38]([C:41]([CH3:43])=[CH2:42])[CH2:39][CH2:40][C@:6]1([NH:5][CH2:4][C:3](=[O:44])[N:2]1[CH2:1][CH2:48][CH2:47][CH2:45]1)[CH2:23][CH2:22]2. Procedure details: The title compound was prepared following the method described above for the synthesis of 4-((1R,3aS,5aR,5bR,7aR,11aS,11bR,13aR,13bR)-3a-(2-(dimethylamino)-2-oxoethylamino)-5a,5b,8,8,11a-pentamethyl-1-(prop-1-en-2-yl)-2,3,3a,4,5,5a,5b,6,7,7a,8,11,11a,11b,12,13,13a,13b-octadecahydro-1H-cyclopenta[a]chrysen-9-yl)benzoic acid using 2-chloro-1-(pyrrolidin-1-yl)ethanone as the alkylating reagent in Step 1. The product was isolated as a white solid (19 mg, 46%). LCMS: m/e 641.46 (M+H)+, 2.55 min (meth...